From a dataset of the Open Reaction Database (ORD), a public repository of structured organic reaction records. describe an organic reaction: reactants, conditions, products, and yield Reactants: NC1=C2C=CNC2=CC(=C1)C(=O)OC (methyl 4-amino-1H-indole-6-carboxylate), CS(=O)(=O)Cl (methanesulfonyl chloride). The reagents and catalysts are CN(C1=CC=NC=C1)C (4-dimethylaminopyridine). The solvent is CN(C)C=O (DMF). Run at temperature 60 celsius. Product: CS(=O)(=O)NC1=C2C=CNC2=CC(=C1)C(=O)OC (Methyl 4-[(methylsulfonyl)amino]-1H-indole-6-carboxylate). Isolated yield 50.5%. RXN SMILES: [NH2:1][C:2]1[CH:10]=[C:9]([C:11]([O:13][CH3:14])=[O:12])[CH:8]=[C:7]2[C:3]=1[CH:4]=[CH:5][NH:6]2.[CH3:15][S:16](Cl)(=[O:18])=[O:17]>CN(C=O)C.CN(C)C1C=CN=CC=1>[CH3:15][S:16]([NH:1][C:2]1[CH:10]=[C:9]([C:11]([O:13][CH3:14])=[O:12])[CH:8]=[C:7]2[C:3]=1[CH:4]=[CH:5][NH:6]2)(=[O:18])=[O:17]. Reported procedure: To a mixture of methyl 4-amino-1H-indole-6-carboxylate (1.0 g) in DMF (10 mL) was added 4-dimethylaminopyridine (1.46 g) and methanesulfonyl chloride (0.6 g). The mixture was heated to 60° C. for 3 h, cooled to room temperature, and partitioned between water and ethyl acetate. The layers were separated and the organic layer washed three times with brine, dried over anhydrous sodium sulfate and concentrated to give 0.71 g of the title compound: 1H NMR (CDCl3) δ 3.02, 3.94, 6.69, 7.42, 7.81, 8.04. The reactants are I(=O)(=O)[O-].[K+] (potassium iodate), [I-].[K+] (potassium iodide), ICl (iodine monochloride), [OH-].[Na+] (sodium hydroxide), formula VII, iodo, C(C1=CC=CC=C1)(=O)OC1=CC=C(C=C1)OC1=CC=CC=C1 (p-phenoxyphenyl benzoate), formula VI, iodo, OO (hydrogen peroxide). The solvent is CO (methanol), C(C)(=O)O (acetic acid). The product is IC1=CC=C(OC2=CC=C(C=C2)O)C=C1 (p-(p-iodophenoxy)phenol). As a reaction SMILES: C([O:9][C:10]1[CH:15]=[CH:14][C:13]([O:16][C:17]2[CH:22]=[CH:21][CH:20]=[CH:19][CH:18]=2)=[CH:12][CH:11]=1)(=O)C1C=CC=CC=1.ICl.[I-].[K+].[I:27]([O-])(=O)=O.[K+].OO.[OH-].[Na+]>C(O)(=O)C.CO>[I:27][C:20]1[CH:21]=[CH:22][C:17]([O:16][C:13]2[CH:14]=[CH:15][C:10]([OH:9])=[CH:11][CH:12]=2)=[CH:18][CH:19]=1 |f:2.3,4.5,7.8|. Reported procedure: In connection with the foregoing Reaction Scheme, p-phenoxyphenyl benzoate of formula VI is either reacted with iodine monochloride in aqueous acetic acid or treated with potassium iodide and an oxidizing agent, for example potassium iodate or hydrogen peroxide, in aqueous methanol, to afford the iodo derivative of formula VII. This iodo derivative is saponified by heating in alkali, for example alcoholic sodium hydroxide, to give p-(p-iodophenoxy)phenol of formula V. Starting materials: [OH-].[K+] (potassium hydroxide), [OH-].[K+] (potassium hydroxide), C1(=CC=CC=C1)C=CC(=O)C1=CC=CC=C1 (chalcone), C1(=CC=CC=C1)NN (phenylhydrazine). The solvent is C(C)O (ethanol). Reaction conditions: time 3 hour. Yields the product C1(=CC=CC=C1)N1NC(=CC1C1=CC=CC=C1)C1=CC=CC=C1 (1,3,5-triphenylpyrazoline). Isolated yield 77.6%. Reaction SMILES: [OH-].[K+].[C:3]1([CH:9]=[CH:10][C:11]([C:13]2[CH:18]=[CH:17][CH:16]=[CH:15][CH:14]=2)=O)[CH:8]=[CH:7][CH:6]=[CH:5][CH:4]=1.[C:19]1([NH:25][NH2:26])[CH:24]=[CH:23][CH:22]=[CH:21][CH:20]=1>C(O)C>[C:19]1([N:25]2[CH:11]([C:13]3[CH:18]=[CH:17][CH:16]=[CH:15][CH:14]=3)[CH:10]=[C:9]([C:3]3[CH:8]=[CH:7][CH:6]=[CH:5][CH:4]=3)[NH:26]2)[CH:24]=[CH:23][CH:22]=[CH:21][CH:20]=1 |f:0.1|. Procedure: In a 2000-ml four-necked flask were placed 13.0 g (0.23 mole) of potassium hydroxide and 1004.5 g of ethanol. The mixture was stirred at room temperature until the potassium hydroxide dissolved and 25.8 g (0.12 mole) of chalcone and 26.4 g (0.24 mole) of phenylhydrazine were added at room temperature. After the addition, the mixture was heated under reflux with stirring for three hours. Upon completion of the reaction, the reaction mixture was cooled to room temperature and a solid was recovered... Starting materials: CC1Oc2ccccc2NC(=O)C1NC(=O)OC(C)(C)C, ClCCl, O=C(O)C(F)(F)F, C1CCOC1. The product is O=C(O)C(F)(F)F, CC1Oc2ccccc2NC(=O)C1N. Reaction SMILES: [C:1]([O:2][C:3](=[O:4])[NH:8][CH:9]1[CH:10]([CH3:21])[O:11][c:12]2[c:13]([cH:17][cH:18][cH:19][cH:20]2)[NH:14][C:15]1=[O:16])([CH3:5])([CH3:6])[CH3:7].[Cl:27][CH2:28][Cl:29].[F:30][C:31]([C:32](=[O:33])[OH:34])([F:35])[F:36].[O:22]1[CH2:23][CH2:24][CH2:25][CH2:26]1>>[F:30][C:31]([C:32](=[O:33])[OH:34])([F:35])[F:36].[NH2:8][CH:9]1[CH:10]([CH3:21])[O:11][c:12]2[c:13]([cH:17][cH:18][cH:19][cH:20]2)[NH:14][C:15]1=[O:16]. Starting materials: FC1=C(C=C(C=C1)CCN)OCC(F)(F)F (2-[4-fluoro-3-(2,2,2-trifluoro-ethoxy)-phenyl]-ethylamine), O1CC(CC1)C=O (tetrahydrofuran-3-carbaldehyde), [BH-](OC(=O)C)(OC(=O)C)OC(=O)C.[Na+] (NaBH(OAc)3), solution, C(=O)(O)[O-].[Na+] (NaHCO3). Run in ClCCl (dichloromethane). Run at time 30 minute. Product: FC1=C(C=C(C=C1)CCNCC1COCC1)OCC(F)(F)F ([2-[4-Fluoro-3-(2,2,2-trifluoro-ethoxy)-phenyl]-ethyl]-(tetrahydrofuran-3-ylmethyl)amine). The yield is 44.5%. RXN SMILES: [F:1][C:2]1[CH:7]=[CH:6][C:5]([CH2:8][CH2:9][NH2:10])=[CH:4][C:3]=1[O:11][CH2:12][C:13]([F:16])([F:15])[F:14].[O:17]1[CH2:21][CH2:20][CH:19]([CH:22]=O)[CH2:18]1.[BH-](OC(C)=O)(OC(C)=O)OC(C)=O.[Na+].C([O-])(O)=O.[Na+]>ClCCl>[F:1][C:2]1[CH:7]=[CH:6][C:5]([CH2:8][CH2:9][NH:10][CH2:22][CH:19]2[CH2:20][CH2:21][O:17][CH2:18]2)=[CH:4][C:3]=1[O:11][CH2:12][C:13]([F:15])([F:14])[F:16] |f:2.3,4.5|. Procedure details: A mixture of 500 mg (2.1 mmol) of 2-[4-fluoro-3-(2,2,2-trifluoro-ethoxy)-phenyl]-ethylamine, 210 mg (2.1 mmol) of tetrahydrofuran-3-carbaldehyde and 2 g of 4 Å molecular sieves in 30 ml of dry dichloromethane was stirred at room temperature for 30 minutes. 630 mg (2.9 mmol) of NaBH(OAc)3 were added portionwise. The reaction mixture was stirred for 4 hours at room temperature. An aqueous 5% solution of NaHCO3 was added and the product was extracted with dichloromethane. The crude product was puri... Starting materials: COC(NC(CC=1SC=CC1)=O)C(=O)[O-] (α-methoxy-N-(2-thienylacetyl)glycinate), [OH-].[K+] (KOH). Solvent: CO (methanol), CO (methanol). Reaction conditions: time 20 minute. The product is COC(NC(CC=1SC=CC1)=O)C(=O)O (α-Methoxy-N-(2-thienylacetyl)glycine). RXN SMILES: [CH3:1][O:2][CH:3]([C:13]([O-:15])=[O:14])[NH:4][C:5](=[O:12])[CH2:6][C:7]1[S:8][CH:9]=[CH:10][CH:11]=1.[OH-].[K+]>CO>[CH3:1][O:2][CH:3]([C:13]([OH:15])=[O:14])[NH:4][C:5](=[O:12])[CH2:6][C:7]1[S:8][CH:9]=[CH:10][CH:11]=1 |f:1.2|. Procedure details: One gram of α-methoxy-N-(2-thienylacetyl)glycinate is dissolved in 10 ml methanol at 0°. Over 20 minutes, a solution of one equivalent of 10% KOH in methanol is added. After 15 minutes at 25° the solvent is evaporated and water is added. Addition of dilute HCl precipitates the title compound, which is extracted into ether and isolated by drying with MgSO4, filtering and evaporating ether. Reactants: COC(=O)c1c(CBr)cccc1[N+](=O)[O-], C1CCOC1, CN, CCO. Product: CN1Cc2cccc([N+](=O)[O-])c2C1=O. Reaction SMILES: [Br:6][CH2:7][c:8]1[c:9]([C:10](=[O:11])[O:12][CH3:13])[c:14]([N+:18](=[O:19])[O-:20])[cH:15][cH:16][cH:17]1.[CH2:21]1[O:22][CH2:23][CH2:24][CH2:25]1.[CH3:1][NH2:2].[CH3:3][CH2:4][OH:5]>>[CH3:1][N:2]1[CH2:7][c:8]2[c:9]([c:14]([N+:18](=[O:19])[O-:20])[cH:15][cH:16][cH:17]2)[C:10]1=[O:11].